From a dataset of the Open Reaction Database (ORD), a public repository of structured organic reaction records. describe an organic reaction: reactants, conditions, products, and yield Reactants: ClC(Cl)(OC(OC(Cl)(Cl)Cl)=O)Cl (triphosgene), [NH4+].[OH-] (NH4OH), NC1(CCN(CC1)CC1=CC=CC=C1)CO ((4-amino-1-benzylpiperidin-4-yl)methanol), C(C)(C)NC(C)C (diisopropyl amine). Solvent: C1(=CC=CC=C1)C (toluene), O (water), C1(=CC=CC=C1)C (toluene). Run at temperature 0 celsius, time 1.5 hour. Product: C(C1=CC=CC=C1)N1CCC2(COC(N2)=O)CC1 (8-Benzyl-3-oxa-1,8-diazaspiro[4.5]decan-2-one). RXN SMILES: [NH2:1][C:2]1([CH2:15][OH:16])[CH2:7][CH2:6][N:5]([CH2:8][C:9]2[CH:14]=[CH:13][CH:12]=[CH:11][CH:10]=2)[CH2:4][CH2:3]1.C(NC(C)C)(C)C.Cl[C:25](Cl)([O:27]C(=O)OC(Cl)(Cl)Cl)Cl.[NH4+].[OH-]>C1(C)C=CC=CC=1.O>[CH2:8]([N:5]1[CH2:6][CH2:7][C:2]2([NH:1][C:25](=[O:27])[O:16][CH2:15]2)[CH2:3][CH2:4]1)[C:9]1[CH:14]=[CH:13][CH:12]=[CH:11][CH:10]=1 |f:3.4|. Procedure: To a 1 L 4-neck round bottom flask was added (4-amino-1-benzylpiperidin-4-yl)methanol (21.86 g, 99 mmol) and diisopropyl amine (23.0 g, 249 mmol) in dry toluene (300 ml). The reaction mixture was cooled to 0° C. and a solution of triphosgene (35.57 g, 119 mmol) in toluene (100 ml) was added. The reaction mixture was heated to 60° C. for 1.5 h. After cooling to room temperature, the reaction mixture was diluted with water (200 ml), basified with aqueous NH4OH, and extracted with ethyl acetate (3×...